From a dataset of the Open Reaction Database (ORD), a public repository of structured organic reaction records. describe an organic reaction: reactants, conditions, products, and yield Starting materials: C(C)OC(=O)C=1C=NC2=C(C=CC=C2C1Cl)CCC (4-Chloro-8-propyl-quinoline-3-carboxylic acid ethyl ester), C1(CCCC1)N (cyclopentylamine). Product: C(C)OC(=O)C=1C=NC2=C(C=CC=C2C1NC1CCCC1)CCC (4-cyclopentylamino-8-propyl-quinoline-3-carboxylic acid ethyl ester). Reaction SMILES: [CH2:1]([O:3][C:4]([C:6]1[CH:7]=[N:8][C:9]2[C:14]([C:15]=1Cl)=[CH:13][CH:12]=[CH:11][C:10]=2[CH2:17][CH2:18][CH3:19])=[O:5])[CH3:2].[CH:20]1([NH2:25])[CH2:24][CH2:23][CH2:22][CH2:21]1>>[CH2:1]([O:3][C:4]([C:6]1[CH:7]=[N:8][C:9]2[C:14]([C:15]=1[NH:25][CH:20]1[CH2:24][CH2:23][CH2:22][CH2:21]1)=[CH:13][CH:12]=[CH:11][C:10]=2[CH2:17][CH2:18][CH3:19])=[O:5])[CH3:2]. Procedure details: 4-Chloro-8-propyl-quinoline-3-carboxylic acid ethyl ester (250 mg, 0.9 mmol) was treated with cyclopentylamine following general procedure B to afford 4-cyclopentylamino-8-propyl-quinoline-3-carboxylic acid ethyl ester (260 mg). Thus obtained amino-ester was hydrolyzed to the corresponding acid using general procedure D and then transformed into the corresponding ethylamide (170 mg) following general procedure E. The reactants are CCOC(=O)N1CCNCC1, ClC(Cl)Cl, Clc1ccc2c(c1)CC(Cl)c1ccccc1S2, O. Product: CCOC(=O)N1CCN(C2Cc3cc(Cl)ccc3Sc3ccccc32)CC1. As a reaction SMILES: [C:18](=[O:19])([O:20][CH2:21][CH3:22])[N:23]1[CH2:24][CH2:25][NH:26][CH2:27][CH2:28]1.[CH:29]([Cl:30])([Cl:31])[Cl:32].[Cl:1][c:2]1[cH:3][c:4]2[c:5]([cH:16][cH:17]1)[S:6][c:7]1[c:8]([cH:12][cH:13][cH:14][cH:15]1)[CH:9]([Cl:11])[CH2:10]2.[OH2:33]>>[Cl:1][c:2]1[cH:3][c:4]2[c:5]([cH:16][cH:17]1)[S:6][c:7]1[c:8]([cH:12][cH:13][cH:14][cH:15]1)[CH:9]([N:26]1[CH2:25][CH2:24][N:23]([C:18](=[O:19])[O:20][CH2:21][CH3:22])[CH2:28][CH2:27]1)[CH2:10]2. The reactants are ClC=1C=C(C=CC1Cl)CCC(=O)O (3-(3,4-dichlorophenyl)propanoic acid), B.C1CCOC1 (borane THF). The solvent is C1CCOC1 (THF). Run at temperature 0 celsius, time 12 hour. Product: ClC=1C=C(C=CC1Cl)CCCO (3-(3,4-dichlorophenyl)propan-1-ol). Yield: 107.7%. As a reaction SMILES: [Cl:1][C:2]1[CH:3]=[C:4]([CH2:9][CH2:10][C:11](O)=[O:12])[CH:5]=[CH:6][C:7]=1[Cl:8].B.C1COCC1>C1COCC1>[Cl:1][C:2]1[CH:3]=[C:4]([CH2:9][CH2:10][CH2:11][OH:12])[CH:5]=[CH:6][C:7]=1[Cl:8] |f:1.2|. Procedure details: At rt to a suspension of 3-(3,4-dichlorophenyl)propanoic acid (2.0 g, 9.1 mmol) in THF (40 mL) was added borane-THF (18.3 mL, 1.00M in THF, 18.3 mmol). After 12 h, the reaction mixture was cooled to 0° C. and quenched by the cautious addition of 1M NaOH. The reaction mixture was diluted with ether, washed with water twice, then brine, and the organic portion dried over MgSO4, filtered, and concentrated. Trituration with 10% Ethyl acetate/Hexane (300 mL) gave a white powder which was collected by... The reactants are CN1C(=NC2=CC=CC(=C2C1=O)C)S (3,5-dimethyl-2-mercapto-4(3H)-quinazolinone), [Si](C)(C)(C(C)(C)C)OC1=CC=C(C(=O)C2=CC=C(CBr)C=C2)C=C1 (4-(4-t-butyldimethylsilyloxybenzoyl)benzyl bromide), [OH-].[Na+] (sodium hydroxide). The solvent is CO (methanol). Conditions: time 1 hour. Product: CN1C(=NC2=CC=CC(=C2C1=O)C)SCC1=CC=C(C=C1)C(C1=CC=C(C=C1)O)=O (3,5-Dimethyl-2-[4-(4-hydroxybenzoyl)benzylthio]-4(3H)-quinazolinone). The yield is 69.3%. RXN SMILES: [CH3:1][N:2]1[C:11](=[O:12])[C:10]2[C:5](=[CH:6][CH:7]=[CH:8][C:9]=2[CH3:13])[N:4]=[C:3]1[SH:14].[Si]([O:22][C:23]1[CH:38]=[CH:37][C:26]([C:27]([C:29]2[CH:36]=[CH:35][C:32]([CH2:33]Br)=[CH:31][CH:30]=2)=[O:28])=[CH:25][CH:24]=1)(C(C)(C)C)(C)C.[OH-].[Na+]>CO>[CH3:1][N:2]1[C:11](=[O:12])[C:10]2[C:5](=[CH:6][CH:7]=[CH:8][C:9]=2[CH3:13])[N:4]=[C:3]1[S:14][CH2:33][C:32]1[CH:31]=[CH:30][C:29]([C:27](=[O:28])[C:26]2[CH:37]=[CH:38][C:23]([OH:22])=[CH:24][CH:25]=2)=[CH:36][CH:35]=1 |f:2.3|. Procedure: A solution of 3,5-dimethyl-2-mercapto-4(3H)-quinazolinone (952 mg), 4-(4-t-butyldimethylsilyloxybenzoyl)benzyl bromide (2.90 g) and 1N-aqueous sodium hydroxide solution (4.6 ml) in methanol (20 ml) was stirred at room temperature for 4 hours. This reaction mixture was concentrated and extracted with chloroform and the extract was washed with water, dried, and concentrated. The residue was purified by silica gel column chromatography (hexane: ethyl acetate=19:1). The resulting 2-[4-(4-t-butyldime... Starting materials: ClC1=CC=C(C(=N1)NC1=NNC(=C1)OC(C)C)[N+](=O)[O-] (6-chloro-N-(5-isopropoxy-1H-pyrazol-3-yl)-3-nitropyridin-2-amine), ClC1=CC=C(C(=N1)NC1=NNC(=C1)OC(C)C)[N+](=O)[O-] (6-chloro-N-(5-isopropoxy-1H-pyrazol-3-yl)-3-nitropyridin-2-amine), Cl.FC=1C=CC(=NC1)[C@H](C)N ([(1S)-1-(5-fluoropyridin-2-yl)ethyl]amine hydrochloride), Cl.FC=1C=CC(=NC1)[C@H](C)N ([(1S)-1-(5-fluoropyridin-2-yl)ethyl]amine hydrochloride), C(C)(C)N(CC)C(C)C (diisopropylethylamine). Run in CCCCO (n-BuOH), C(C)(=O)OCC (ethyl acetate). Conditions: temperature 70 celsius, time 4 hour. Product: FC=1C=CC(=NC1)[C@H](C)NC1=CC=C(C(=N1)NC1=NNC(=C1)OC(C)C)[N+](=O)[O-] (N6-[(1S)-1-(5-Fluoropyridin-2-yl)ethyl]-N2-(5-isopropoxy-1H-pyrazol-3-yl)-3-nitropyridine-2,6-diamine). Yield: 66.0%. Reaction SMILES: Cl[C:2]1[N:7]=[C:6]([NH:8][C:9]2[CH:13]=[C:12]([O:14][CH:15]([CH3:17])[CH3:16])[NH:11][N:10]=2)[C:5]([N+:18]([O-:20])=[O:19])=[CH:4][CH:3]=1.Cl.[F:22][C:23]1[CH:24]=[CH:25][C:26]([C@@H:29]([NH2:31])[CH3:30])=[N:27][CH:28]=1.C(N(C(C)C)CC)(C)C>CCCCO.C(OCC)(=O)C>[F:22][C:23]1[CH:24]=[CH:25][C:26]([C@@H:29]([NH:31][C:2]2[N:7]=[C:6]([NH:8][C:9]3[CH:13]=[C:12]([O:14][CH:15]([CH3:17])[CH3:16])[NH:11][N:10]=3)[C:5]([N+:18]([O-:20])=[O:19])=[CH:4][CH:3]=2)[CH3:30])=[N:27][CH:28]=1 |f:1.2|. Procedure: A mixture of 6-chloro-N-(5-isopropoxy-1H-pyrazol-3-yl)-3-nitropyridin-2-amine (Intermediate 7, 0.8 g) and [(1S)-1-(5-fluoropyridin-2-yl)ethyl]amine hydrochloride (Intermediate 5, 0.4 g) in n-BuOH (10 mL) with diisopropylethylamine (2 mL) was stirred at 70° C. for 4 hours. The resulting mixture was diluted with ethyl acetate (20 mL), and washed with brine (10 mL×3). The organic layer was dried and concentrated. The resulting residue was separated by silica gel column (Hexane/Ethyl acetate) to yie...